Dataset: the Open Reaction Database (ORD), a public repository of structured organic reaction records. Task: describe an organic reaction: reactants, conditions, products, and yield The reactants are CN(CC(=O)n1ccc2ccc([N+](=O)[O-])cc21)C(=O)CN(C)C(=O)OC(C)(C)C, CCOC(C)=O, CCO, CCN(C(C)C)C(C)C, O. Product: CN(CC(=O)n1ccc2ccc(N)cc21)C(=O)CN(C)C(=O)OC(C)(C)C. As a reaction SMILES: [C:1]([CH3:2])([CH3:3])([CH3:4])[O:5][C:6]([N:7]([CH2:8][C:9]([N:10]([CH2:11][C:12](=[O:13])[n:14]1[cH:15][cH:16][c:17]2[cH:18][cH:19][c:20]([N+:23]([O-:24])=[O:25])[cH:21][c:22]12)[CH3:26])=[O:27])[CH3:28])=[O:29].[CH3:40][CH2:41][O:42][C:43]([CH3:44])=[O:45].[CH3:46][CH2:47][OH:48].[CH:30]([N:31]([CH2:32][CH3:33])[CH:34]([CH3:35])[CH3:36])([CH3:37])[CH3:38].[OH2:39]>>[C:1]([CH3:2])([CH3:3])([CH3:4])[O:5][C:6]([N:7]([CH2:8][C:9]([N:10]([CH2:11][C:12](=[O:13])[n:14]1[cH:15][cH:16][c:17]2[cH:18][cH:19][c:20]([NH2:23])[cH:21][c:22]12)[CH3:26])=[O:27])[CH3:28])=[O:29]. The reactants are S(=S)(=O)([O-])[O-].[Na+].[Na+] (sodium thiosulfate), FC1(OC=2C(=CC3=C(N=C(N3)SCC3=NC=C(C(=C3)OC)OC)C2)O1)F (2,2-difluoro-6-[(4,5-dimethoxy-2-pyridyl)methylthio]-5H-[1,3]-dioxolo[4,5-f]benzimidazole), Cl[O-].[Na+] (sodium hypochlorite), Cl[O-].[Na+] (sodium hypochlorite). Run in [OH-].[Na+] (sodium hydroxide), O1CCOCC1 (dioxane), O1CCOCC1 (dioxane), [OH-].[Na+] (sodium hydroxide). Run at temperature 0 celsius, time 1 hour. Product: FC1(OC=2C(=CC3=C(N=C(N3)S(=O)CC3=NC=C(C(=C3)OC)OC)C2)O1)F (2,2-Difluoro-6-[(4,5-dimethoxy-2-pyridyl)methylsulfinyl]-5H-[1,3]-dioxolo[4,5-f]benzimidazole). RXN SMILES: [F:1][C:2]1([F:26])[O:25][C:5]2=[CH:6][C:7]3[NH:11][C:10]([S:12][CH2:13][C:14]4[CH:19]=[C:18]([O:20][CH3:21])[C:17]([O:22][CH3:23])=[CH:16][N:15]=4)=[N:9][C:8]=3[CH:24]=[C:4]2[O:3]1.Cl[O-].[Na+].S([O-])([O-])(=[O:32])=S.[Na+].[Na+]>O1CCOCC1.[OH-].[Na+]>[F:26][C:2]1([F:1])[O:25][C:5]2=[CH:6][C:7]3[NH:11][C:10]([S:12]([CH2:13][C:14]4[CH:19]=[C:18]([O:20][CH3:21])[C:17]([O:22][CH3:23])=[CH:16][N:15]=4)=[O:32])=[N:9][C:8]=3[CH:24]=[C:4]2[O:3]1 |f:1.2,3.4.5,7.8|. Reported procedure: 0.76 g of 2,2-difluoro-6-[(4,5-dimethoxy-2-pyridyl)methylthio]-5H-[1,3]-dioxolo[4,5-f]benzimidazole are dissolved in 10 ml of dioxane and 2 ml of 1N sodium hydroxide solution. An equimolar amount of a titrated aqueous sodium hypochlorite solution, to which 1 mole per liter of sodium hydroxide solution has been added, is first added dropwise, while cooling with ice, and after one hour a further equivalent and after 3 hours half the equimolar amount of sodium hypochlorite are added, to achieve com...